From a dataset of the Open Reaction Database (ORD), a public repository of structured organic reaction records. describe an organic reaction: reactants, conditions, products, and yield Product: CCCCCCc1cc(C(=O)O)ccc1OC. Reaction SMILES: [C:20].[CH3:22][CH2:23][OH:24].[CH:1](=[CH:2][CH2:3][CH2:4][CH2:5][CH3:6])[c:7]1[cH:8][c:9]([C:10](=[O:11])[OH:12])[cH:13][cH:14][c:15]1[O:16][CH3:17].[H:18][H:19].[Pd:21]>>[CH2:1]([CH2:2][CH2:3][CH2:4][CH2:5][CH3:6])[c:7]1[cH:8][c:9]([C:10](=[O:11])[OH:12])[cH:13][cH:14][c:15]1[O:16][CH3:17]. Reactants: C, CCO, CCCCC=Cc1cc(C(=O)O)ccc1OC, [H][H], [Pd]. The reactants are CC=1C=C(C=O)C=C(C1)C (3,5-dimethylbenzaldehyde), C1=CC=C(C=C1)C(CO)N ((R)-phenylglycinol), O (water), C1(=CC=CC=C1)C (toluene). Product: C1(=CN=CC=C1)[C@H](CO)C=CC1=CC(=CC(=C1)C)C ((2R)-3-aza-2-phenyl-4-(3,5-dimethylphenyl)but-3-en-1-ol). As a reaction SMILES: [CH3:1][C:2]1[CH:3]=[C:4]([CH:7]=[C:8]([CH3:10])[CH:9]=1)[CH:5]=O.C1C=CC([CH:17]([NH2:20])CO)=CC=1.[OH2:21].[C:22]1([CH3:28])[CH:27]=[CH:26][CH:25]=[CH:24][CH:23]=1>>[C:27]1([C@@H:22]([CH:28]=[CH:5][C:4]2[CH:3]=[C:2]([CH3:1])[CH:9]=[C:8]([CH3:10])[CH:7]=2)[CH2:23][OH:21])[CH:26]=[CH:25][CH:24]=[N:20][CH:17]=1. Reported procedure: A solution of 3,5-dimethylbenzaldehyde (30.0 g) and (R)-phenylglycinol (30.7 g) in toluene (200 ml) was refluxed for 3 hours with removing water. The reaction solution was concentrated to give the title compound (59.7 g) having the following physical data. Reactants: C(C)NC=1C(C(=O)O)=CC=CC1 (N-ethyl anthranilic acid), C(C)(=O)O (acetic acid), [OH-].[Na+] (sodium hydroxide). Run in C(C)(=O)OC(C)=O (acetic anhydride). Yields the product C(C)N1C(=O)C=C(C2=CC=CC=C12)O (1-Ethyl-4-hydroxy carbostyril). Reaction SMILES: [CH2:1]([NH:3][C:4]1[C:5](=[CH:9][CH:10]=[CH:11][CH:12]=1)[C:6](O)=[O:7])[CH3:2].[OH-:13].[Na+].[C:15](O)(=O)[CH3:16]>C(OC(=O)C)(=O)C>[CH2:15]([N:3]1[C:4]2[C:5](=[CH:9][CH:10]=[CH:11][CH:12]=2)[C:6]([OH:7])=[CH:2][C:1]1=[O:13])[CH3:16] |f:1.2|. Procedure: A solution of N-ethyl anthranilic acid (12.0g; 0.073 mole) in acetic acid (37 ml) and acetic anhydride (37ml) was refluxed for 4 hrs. The red solution was cooled, poured onto crushed ice and made alkaline with aqueous sodium hydroxide. After filtering the yellow filtrate was neutralised with concentrated hydrochloric acid (pH 5) and the yellow solid filtered and washed with water. Recrystallisation from acetic acid in the presence of charcoal gave the title compound as an orange solid, m.p. 273°...